Dataset: the Open Reaction Database (ORD), a public repository of structured organic reaction records. Task: describe an organic reaction: reactants, conditions, products, and yield Reactants: [Cl-].[NH4+] (ammonium chloride), [N+](=O)([O-])C1=C(OC2=CC=C(C=C2)O)C=CC=C1 (4-(2-nitrophenoxy)phenol). The reagents and catalysts are [Fe] (iron). Run in O (water), C(C)O (ethanol). The product is NC1=C(OC2=CC=C(C=C2)O)C=CC=C1 (4-(2-aminophenoxy)phenol). The yield is 98.2%. Reaction SMILES: [N+:1]([C:4]1[CH:17]=[CH:16][CH:15]=[CH:14][C:5]=1[O:6][C:7]1[CH:12]=[CH:11][C:10]([OH:13])=[CH:9][CH:8]=1)([O-])=O.[Cl-].[NH4+]>C(O)C.O.[Fe]>[NH2:1][C:4]1[CH:17]=[CH:16][CH:15]=[CH:14][C:5]=1[O:6][C:7]1[CH:8]=[CH:9][C:10]([OH:13])=[CH:11][CH:12]=1 |f:1.2|. Procedure details: To a solution of 4-(2-nitrophenoxy)phenol (1.00 g, 4.3 mmol) in ethanol (50 ml) were added an iron powder (1.21 g, 0.022 g-atom) and a solution of ammonium chloride (0.14 g, 2.6 mmol) in water (10 ml), followed by reflux for 2 hours. The insoluble matter was filtered, and the solvent was evaporated under reduced pressure. The residue was dissolved in ethyl acetate, and after drying, the solvent was evaporated under reduced pressure to give 4-(2-aminophenoxy)phenol (0.85 g). Reactants: FC1=C(C=C(C=C1)CO)[N+](=O)[O-] ((4-Fluoro-3-nitrophenyl)methanol), C(C)(C)N(C(C)C)CC (N,N-diisopropylethylamine), C1(CCCCC1)N (cyclohexanamine). Solvent: CN(C=O)C (N,N-Dimethylformamide), C(C)(=O)OCC (ethyl acetate). The product is C1(CCCCC1)NC1=C(C=C(C=C1)CO)[N+](=O)[O-] ((4-Cyclohexylamino-3-nitro-phenyl)methanol). Reaction SMILES: F[C:2]1[CH:7]=[CH:6][C:5]([CH2:8][OH:9])=[CH:4][C:3]=1[N+:10]([O-:12])=[O:11].C(N(CC)C(C)C)(C)C.[CH:22]1([NH2:28])[CH2:27][CH2:26][CH2:25][CH2:24][CH2:23]1>CN(C)C=O.C(OCC)(=O)C>[CH:22]1([NH:28][C:2]2[CH:7]=[CH:6][C:5]([CH2:8][OH:9])=[CH:4][C:3]=2[N+:10]([O-:12])=[O:11])[CH2:27][CH2:26][CH2:25][CH2:24][CH2:23]1. Reported procedure: A mixture of (4-Fluoro-3-nitrophenyl)methanol (1.00 g, 0.0058 mol), N,N-diisopropylethylamine (2.036 mL, 0.0117) and cyclohexanamine (2.005 mL, 0.0175 mol) in N,N-Dimethylformamide (2.46 mL) was placed in a microwave vial, the contents were mixed thoroughly then microwaved at 130° C. for 7 minutes. The resultant gel was dissolved in ethyl acetate then washed with 5% citric acid, brine, dried and concentrated to give the title compound. The reactants are COC(C1=CC(=CC=C1)\C=C\1/C=C(C(CC1)CN(C)C)C1=CC(=CC=C1)O)=O (Z-3-[4-Dimethylaminomethyl-3-(3-hydroxy-phenyl)-cyclohex-2-enylidenmethyl]-benzoic acid methyl ester), [OH-].[K+] (potassium hydroxide), Cl (hydrochloric acid). Solvent: CO (methanol). Run at temperature 60 celsius, time 2 hour. The product is CN(C)CC1C(=C\C(\CC1)=C/C=1C=C(C(=O)O)C=CC1)C1=CC(=CC=C1)O (Z-3-[4-Dimethylaminomethyl-3-(3-hydroxy-phenyl)-cyclohex-2-enylidenmethyl]-benzoic acid). RXN SMILES: C[O:2][C:3](=[O:28])[C:4]1[CH:9]=[CH:8][CH:7]=[C:6](/[CH:10]=[C:11]2\[CH:12]=[C:13]([C:21]3[CH:26]=[CH:25][CH:24]=[C:23]([OH:27])[CH:22]=3)[CH:14]([CH2:17][N:18]([CH3:20])[CH3:19])[CH2:15][CH2:16]\2)[CH:5]=1.[OH-].[K+].Cl>CO>[CH3:19][N:18]([CH2:17][CH:14]1[CH2:15][CH2:16]/[C:11](=[CH:10]/[C:6]2[CH:5]=[C:4]([CH:9]=[CH:8][CH:7]=2)[C:3]([OH:28])=[O:2])/[CH:12]=[C:13]1[C:21]1[CH:26]=[CH:25][CH:24]=[C:23]([OH:27])[CH:22]=1)[CH3:20] |f:1.2|. Procedure details: 3 g of the Z-3-[4-Dimethylaminomethyl-3-(3-hydroxy-phenyl)-cyclohex-2-enylidenmethyl]-benzoic acid methyl ester, as the base, prepared according to example 32 were dissolved in 30 ml methanol, and 30 ml 1 N potassium hydroxide solution were added. The mixture was stirred at 60° C. for 2 hours. After the reaction mixture had cooled to room temperature, 1 N hydrochloric acid was added to the mixture until a pH of 4 was established. The phases were separated and the aqueous phase was washed 3 times... Reactants: O=C1CCC(C2=CC=CC=C12)N (1,2,3,4-tetrahydro-4-oxo-1-naphthylamine), NC(=O)N (urea), N (ammonia). The product is O=C1CCC(C2=CC=CC=C12)NC(=O)N (1,2,3,4-Tetrahydro-4-oxo-1-naphthylurea). RXN SMILES: [O:1]=[C:2]1[C:11]2[C:6](=[CH:7][CH:8]=[CH:9][CH:10]=2)[CH:5]([NH2:12])[CH2:4][CH2:3]1.[NH2:13][C:14](N)=[O:15].N>>[O:1]=[C:2]1[C:11]2[C:6](=[CH:7][CH:8]=[CH:9][CH:10]=2)[CH:5]([NH:12][C:14]([NH2:13])=[O:15])[CH2:4][CH2:3]1. Reported procedure: Similarly, 1,2,3,4-tetrahydro-4-oxo-1-naphthylamine and excess urea are mixed and heated until ammonia evolution ceases. The solid product, 1,2,3,4-tetrahydro-4-oxo-1-naphthylurea, is washed with water, collected by filtration and dried. The reactants are CC(C)(C)OC(=O)NCC(C(=O)Nc1ccc(C(N)=O)c(F)c1)c1ccc(CO)cc1, ClCCCl, Cc1ccc(C(=O)O)c(C)c1, CN(C)c1ccncc1, c1ccncc1. Yields the product Cc1ccc(C(=O)OCc2ccc(C(CNC(=O)OC(C)(C)C)C(=O)Nc3ccc(C(N)=O)c(F)c3)cc2)c(C)c1. As a reaction SMILES: [C:1]([NH2:2])(=[O:3])[c:4]1[c:5]([F:31])[cH:6][c:7]([NH:10][C:11]([CH:12]([CH2:13][NH:14][C:15]([O:16][C:17]([CH3:18])([CH3:19])[CH3:20])=[O:21])[c:22]2[cH:23][cH:24][c:25]([CH2:28][OH:29])[cH:26][cH:27]2)=[O:30])[cH:8][cH:9]1.[CH2:32]([Cl:33])[CH2:34][Cl:35].[CH3:36][c:37]1[c:38]([C:39](=[O:40])[OH:41])[cH:42][cH:43][c:44]([CH3:46])[cH:45]1.[CH3:53][N:54]([c:55]1[cH:56][cH:57][n:58][cH:59][cH:60]1)[CH3:61].[cH:47]1[cH:48][cH:49][n:50][cH:51][cH:52]1>>[C:1]([NH2:2])(=[O:3])[c:4]1[c:5]([F:31])[cH:6][c:7]([NH:10][C:11]([CH:12]([CH2:13][NH:14][C:15]([O:16][C:17]([CH3:18])([CH3:19])[CH3:20])=[O:21])[c:22]2[cH:23][cH:24][c:25]([CH2:28][O:29][C:39]([c:38]3[c:37]([CH3:36])[cH:45][c:44]([CH3:46])[cH:43][cH:42]3)=[O:40])[cH:26][cH:27]2)=[O:30])[cH:8][cH:9]1. Reactants: C(C)(C)(C)C1=CC=C(C=C1)S(=O)(=O)NC1=NC(=NC(=C1OC1=C(C=CC(=C1)OC)Cl)C=O)N1CCOCC1 (4-tert-butyl-N-[5-(2-chloro-5-methoxy-phenoxy)-6-formyl-2-(morpholin-4-yl)-pyrimidin-4-yl]-benzenesulphonamide), [BH4-].[Na+] (sodium borohydride). Solvent: C(C)O (ethanol). Run at temperature 80 celsius, time 1 hour. Product: C(C)(C)(C)C1=CC=C(C=C1)S(=O)(=O)NC1=NC(=NC(=C1OC1=C(C=CC(=C1)OC)Cl)CO)N1CCOCC1 (4-tert-butyl-N-[5-(2-chloro-5-methoxy-phenoxy)-6-hydroxymethyl-2-(morpholin-4-yl)-pyrimidin-4-yl]-benzenesulphonamide). Isolated yield 65.5%. Reaction SMILES: [C:1]([C:5]1[CH:10]=[CH:9][C:8]([S:11]([NH:14][C:15]2[C:20]([O:21][C:22]3[CH:27]=[C:26]([O:28][CH3:29])[CH:25]=[CH:24][C:23]=3[Cl:30])=[C:19]([CH:31]=[O:32])[N:18]=[C:17]([N:33]3[CH2:38][CH2:37][O:36][CH2:35][CH2:34]3)[N:16]=2)(=[O:13])=[O:12])=[CH:7][CH:6]=1)([CH3:4])([CH3:3])[CH3:2].[BH4-].[Na+]>C(O)C>[C:1]([C:5]1[CH:6]=[CH:7][C:8]([S:11]([NH:14][C:15]2[C:20]([O:21][C:22]3[CH:27]=[C:26]([O:28][CH3:29])[CH:25]=[CH:24][C:23]=3[Cl:30])=[C:19]([CH2:31][OH:32])[N:18]=[C:17]([N:33]3[CH2:38][CH2:37][O:36][CH2:35][CH2:34]3)[N:16]=2)(=[O:12])=[O:13])=[CH:9][CH:10]=1)([CH3:4])([CH3:2])[CH3:3] |f:1.2|. Procedure details: 7 g of 4-tert-butyl-N-[5-(2-chloro-5-methoxy-phenoxy)-6-formyl-2-(morpholin-4-yl)-pyrimidin-4-yl]-benzenesulphonamide in 300 mi of ethanol were treated with 0.9 g of sodium borohydride. The reaction mixture was stirred at 80° C. for 1 hour. Thereafter, the ethanol was distilled off and the residue was partitioned between chloroform and 1N HCI. The organic phase was washed with water and dried, the solvent was evaporated and the residue was chromatographed over silica gel with dichloromethane. Af...